From a dataset of the Open Reaction Database (ORD), a public repository of structured organic reaction records. describe an organic reaction: reactants, conditions, products, and yield The solvent is C(Cl)Cl (DCM), CO (MeOH), CC(C)O (2-propanol). Reagents/catalysts: Cl (HCl). Reaction conditions: temperature 180 celsius. Procedure details: To a suspension of N-{3-[3-(2-chloro-4-pyrimidinyl)pyrazolo[1,5-a]pyridin-2-yl]phenyl}-2,6-difluorobenzamide (75 mg, 0.16 mmol) (prepared according to a procedure similar to that described in Example 27, Step C) and N-[(3-aminophenyl)methyl]-N-[2-(dimethylamino)ethyl]-2,2,2-trifluoroacetamide (58 mg, 0.20 mmol) in 2-propanol (3 mL) was added 2 drops of concentrated HCl. The mixture was heated to 180° C. in a microwave for 25 min. The reaction mixture was diluted with 20 mL DCM and 5 mL MeOH, and... Isolated yield 24.2%. The product is CN(CCNCC=1C=C(C=CC1)NC1=NC=CC(=N1)C=1C(=NN2C1C=CC=C2)C=2C=C(C=CC2)NC(C2=C(C=CC=C2F)F)=O)C (N-{3-[3-(2-{[3-({[2-(Dimethylamino)ethyl]amino}methyl)phenyl]-amino}-4-pyrimidinyl)pyrazolo[1,5-a]pyridin-2-yl]phenyl}-2,6-difluorobenzamide). Reaction SMILES: Cl[C:2]1[N:7]=[C:6]([C:8]2[C:9]([C:17]3[CH:18]=[C:19]([NH:23][C:24](=[O:33])[C:25]4[C:30]([F:31])=[CH:29][CH:28]=[CH:27][C:26]=4[F:32])[CH:20]=[CH:21][CH:22]=3)=[N:10][N:11]3[CH:16]=[CH:15][CH:14]=[CH:13][C:12]=23)[CH:5]=[CH:4][N:3]=1.[NH2:34][C:35]1[CH:36]=[C:37]([CH2:41][N:42]([CH2:49][CH2:50][N:51]([CH3:53])[CH3:52])C(=O)C(F)(F)F)[CH:38]=[CH:39][CH:40]=1>CC(O)C.Cl.C(Cl)Cl.CO>[CH3:52][N:51]([CH3:53])[CH2:50][CH2:49][NH:42][CH2:41][C:37]1[CH:36]=[C:35]([NH:34][C:2]2[N:7]=[C:6]([C:8]3[C:9]([C:17]4[CH:18]=[C:19]([NH:23][C:24](=[O:33])[C:25]5[C:30]([F:31])=[CH:29][CH:28]=[CH:27][C:26]=5[F:32])[CH:20]=[CH:21][CH:22]=4)=[N:10][N:11]4[CH:16]=[CH:15][CH:14]=[CH:13][C:12]=34)[CH:5]=[CH:4][N:3]=2)[CH:40]=[CH:39][CH:38]=1. The reactants are ClC1=NC=CC(=N1)C=1C(=NN2C1C=CC=C2)C=2C=C(C=CC2)NC(C2=C(C=CC=C2F)F)=O (N-{3-[3-(2-chloro-4-pyrimidinyl)pyrazolo[1,5-a]pyridin-2-yl]phenyl}-2,6-difluorobenzamide), NC=1C=C(C=CC1)CN(C(C(F)(F)F)=O)CCN(C)C (N-[(3-aminophenyl)methyl]-N-[2-(dimethylamino)ethyl]-2,2,2-trifluoroacetamide).